From a dataset of the Open Reaction Database (ORD), a public repository of structured organic reaction records. describe an organic reaction: reactants, conditions, products, and yield The reactants are [OH-].[Na+] (NaOH), [OH-].[K+].NC1=CC(=NC2=CC(=C(C(=C12)C1=NC=CC=N1)OC)OC)N1CC=2C=CC=NC2CC1 (4-Amino-6,7-dimethoxy-5-(2-pyrimidyl)-2-(5,6,7,8-tetrahydro-1,6-naphthyrid-6-yl)quinoline Potassium hydroxide), product, C(CC(O)(C(=O)O)CC(=O)O)(=O)O (citric acid). The solvent is CS(=O)C (DMSO). Reaction conditions: temperature 95 celsius. The product is NC1=CC(=NC2=CC(=C(C(=C12)C1=NC=CC=N1)OC)OC)N1CC=2C=CC=NC2CC1 (4-Amino-6,7-dimethoxy-5-(2-pyrimidyl)-2-(5,6,7,8-tetrahydro-1,6-naphthyrid-6-yl)quinoline). The yield is 17.0%. As a reaction SMILES: [OH-].[K+].[NH2:3][C:4]1[C:13]2[C:8](=[CH:9][C:10]([O:22][CH3:23])=[C:11]([O:20][CH3:21])[C:12]=2[C:14]2[N:19]=[CH:18][CH:17]=[CH:16][N:15]=2)[N:7]=[C:6]([N:24]2[CH2:33][CH2:32][C:31]3[N:30]=[CH:29][CH:28]=[CH:27][C:26]=3[CH2:25]2)[CH:5]=1.C(O)(=O)CC(CC(O)=O)(C(O)=O)O.[OH-].[Na+]>CS(C)=O>[NH2:3][C:4]1[C:13]2[C:8](=[CH:9][C:10]([O:22][CH3:23])=[C:11]([O:20][CH3:21])[C:12]=2[C:14]2[N:19]=[CH:18][CH:17]=[CH:16][N:15]=2)[N:7]=[C:6]([N:24]2[CH2:33][CH2:32][C:31]3[N:30]=[CH:29][CH:28]=[CH:27][C:26]=3[CH2:25]2)[CH:5]=1 |f:0.1.2,4.5|. Reported procedure: 4-Amino-6,7-dimethoxy-5-(2-pyrimidyl)-2-(5,6,7,8-tetrahydro-1,6-naphthyrid-6-yl)quinoline Potassium hydroxide powder (72 mg, 1.29 mmol) was added to a solution of the product of step (a) (530 mg, 1.28 mmol) in DMSO (5 ml). The reaction mixture was heated to 95° C. for 45 min. After cooling the reaction mixture was poured into citric acid and basified with 2N aqueous NaOH. The product was then extracted with EtOAc (×4). The combined organic layers were washed with H2O, saturated brine and dried o... Reactants: [K+], [K+], O=C([O-])[O-], C1CCOC1, O=C=NCc1ccccc1, Oc1ccc2c(ccn2Cc2ccncc2)c1. The product is O=C(NCc1ccccc1)Oc1ccc2c(ccn2Cc2ccncc2)c1. Reaction SMILES: [K+:18].[K+:19].[O-:20][C:21]([O-:22])=[O:23].[O:34]1[CH2:35][CH2:36][CH2:37][CH2:38]1.[c:24]1([CH2:30][N:31]=[C:32]=[O:33])[cH:25][cH:26][cH:27][cH:28][cH:29]1.[n:1]1[cH:2][cH:3][c:4]([CH2:7][n:8]2[cH:9][cH:10][c:11]3[cH:12][c:13]([OH:17])[cH:14][cH:15][c:16]23)[cH:5][cH:6]1>>[n:1]1[cH:2][cH:3][c:4]([CH2:7][n:8]2[cH:9][cH:10][c:11]3[cH:12][c:13]([O:17][C:32]([NH:31][CH2:30][c:24]4[cH:25][cH:26][cH:27][cH:28][cH:29]4)=[O:33])[cH:14][cH:15][c:16]23)[cH:5][cH:6]1. The reactants are ICC (iodoethane), ClC=1C=CC(=C(C1)CC(C1=CC=C(C=C1)OC)C(C(=O)OC)C(=O)OC)[N+](=O)[O-] ([2-(5-Chloro-2-nitrophenyl)-1-(4-methoxyphenyl)ethyl]propanedioic acid, dimethyl ester), [H-].[Na+] (sodium hydride). The solvent is CCOCC (ether), CN(C=O)C (dimethylformamide), CCOCC (ether). The product is C(C)C(C(=O)OC)(C(=O)OC)C(CC1=C(C=CC(=C1)Cl)[N+](=O)[O-])C1=CC=C(C=C1)OC (α-Ethyl-[2-(5-chloro-2-nitrophenyl)-1-(4-methoxyphenyl) ethyl]propanedioic acid, dimethyl ester). The yield is 108.2%. RXN SMILES: [Cl:1][C:2]1[CH:3]=[CH:4][C:5]([N+:27]([O-:29])=[O:28])=[C:6]([CH2:8][CH:9]([CH:18]([C:23]([O:25][CH3:26])=[O:24])[C:19]([O:21][CH3:22])=[O:20])[C:10]2[CH:15]=[CH:14][C:13]([O:16][CH3:17])=[CH:12][CH:11]=2)[CH:7]=1.[H-].[Na+].I[CH2:33][CH3:34]>CN(C)C=O.CCOCC>[CH2:33]([C:18]([CH:9]([C:10]1[CH:11]=[CH:12][C:13]([O:16][CH3:17])=[CH:14][CH:15]=1)[CH2:8][C:6]1[CH:7]=[C:2]([Cl:1])[CH:3]=[CH:4][C:5]=1[N+:27]([O-:29])=[O:28])([C:23]([O:25][CH3:26])=[O:24])[C:19]([O:21][CH3:22])=[O:20])[CH3:34] |f:1.2|. Procedure: [2-(5-Chloro-2-nitrophenyl)-1-(4-methoxyphenyl)ethyl]propanedioic acid, dimethyl ester (15.29 g, 36.25 mmole) was dissolved in dry dimethylformamide (100 ml) under argon. Prewashed (ether, 3 times), 50% sodium hydride (1.04 g, 43.3 mmole) was added with stirring. (The mixture turned from yellow to a dark red color). Stirring was continued for 20 minutes before iodoethane (14.5 ml, 28.3 g, 181 mmole, 5 eq) was added dropwise, and the reaction mixture was allowed to stir for an additional 2 hours.... Reactants: CCN(CC)S(F)(F)F (DAST), BrC=1C=C(C=CC1)C1(COCC(N1)=O)CO (5-(3-bromo-phenyl)-5-hydroxymethyl-morpholin-3-one), C(=O)([O-])[O-].[Na+].[Na+] (Na2CO3). The solvent is ClCCl (dichloromethane). Conditions: temperature 0 celsius, time 8 hour. Product: BrC=1C=C(C=CC1)C1(COCC(N1)=O)CF (5-(3-Bromo-phenyl)-5-fluoromethyl-morpholin-3-one). Reaction SMILES: [Br:1][C:2]1[CH:3]=[C:4]([C:8]2([CH2:15]O)[NH:13][C:12](=[O:14])[CH2:11][O:10][CH2:9]2)[CH:5]=[CH:6][CH:7]=1.CCN(S(F)(F)[F:23])CC.C([O-])([O-])=O.[Na+].[Na+]>ClCCl>[Br:1][C:2]1[CH:3]=[C:4]([C:8]2([CH2:15][F:23])[NH:13][C:12](=[O:14])[CH2:11][O:10][CH2:9]2)[CH:5]=[CH:6][CH:7]=1 |f:2.3.4|. Procedure details: A suspension of 5-(3-bromo-phenyl)-5-hydroxymethyl-morpholin-3-one (2.6 g, 9.09 mmol) and 120 ml of dichloromethane was cooled to 0° C. DAST (1.26 ml) was added dropwise. The mixture was stirred overnight, poured onto 50 ml of 10% aqueous Na2CO3 solution and ice and extracted with dichloromethane. The extract was dried with sodium sulfate and evaporated. Chromatography on silica gel (EtOAc/hexane=1:1) gave the title compound in the form of a colourless solid. TLC (hexane/EtOAc=1:1): Rf=0.31; HPL... Starting materials: COc1ccc(Cn2ncc3c4c(cnc32)CN(S(=O)(=O)c2ccccc2)CC4)cc1, Cc1ccccc1, O=C(O)C(F)(F)F. The product is O=S(=O)(c1ccccc1)N1CCc2c(cnc3[nH]ncc23)C1. As a reaction SMILES: [CH3:1][O:2][c:3]1[cH:4][cH:5][c:6]([CH2:7][n:8]2[n:9][cH:10][c:11]3[c:12]2[n:13][cH:14][c:15]2[c:20]3[CH2:19][CH2:18][N:17]([S:21](=[O:22])(=[O:23])[c:24]3[cH:25][cH:26][cH:27][cH:28][cH:29]3)[CH2:16]2)[cH:30][cH:31]1.[CH3:39][c:40]1[cH:41][cH:42][cH:43][cH:44][cH:45]1.[OH:32][C:33]([C:34]([F:35])([F:36])[F:37])=[O:38]>>[nH:8]1[n:9][cH:10][c:11]2[c:12]1[n:13][cH:14][c:15]1[c:20]2[CH2:19][CH2:18][N:17]([S:21](=[O:22])(=[O:23])[c:24]2[cH:25][cH:26][cH:27][cH:28][cH:29]2)[CH2:16]1. The reactants are O=C(O)CCCOc1cccc(Br)c1, Cc1ccccc1. Product: O=C1CCCOc2cc(Br)ccc21. RXN SMILES: [Br:1][c:2]1[cH:3][c:4]([O:5][CH2:6][CH2:7][CH2:8][C:9](=[O:10])[OH:11])[cH:12][cH:13][cH:14]1.[CH3:15][c:16]1[cH:17][cH:18][cH:19][cH:20][cH:21]1>>[Br:1][c:2]1[cH:3][c:4]2[c:12]([cH:13][cH:14]1)[C:9](=[O:11])[CH2:8][CH2:7][CH2:6][O:5]2. Reaction SMILES: [CH3:1][C:2]1([CH3:30])[CH:3]2[CH2:4][CH2:5][C:6]3=[C:22]([CH2:21][CH2:20][C:19]4([CH3:29])[C:7]3=[CH:8][CH2:9][CH:10]4[CH:11]([O:12][CH2:13][CH:14]=[C:15]([CH3:16])[CH3:17])[CH3:18])[C:23]2([CH3:28])[CH2:24][CH2:25][CH:26]1[OH:27].[CH3:39][N:40]([CH3:41])[c:42]1[cH:43][cH:44][n:45][cH:46][cH:47]1.[ClH:38].[O:31]=[C:32]1[CH2:33][CH2:34][C:35](=[O:36])[O:37]1.[cH:48]1[cH:49][cH:50][n:51][cH:52][cH:53]1>>[CH3:1][C:2]1([CH3:30])[CH:3]2[CH2:4][CH2:5][C:6]3=[C:22]([CH2:21][CH2:20][C:19]4([CH3:29])[C:7]3=[CH:8][CH2:9][CH:10]4[CH:11]([O:12][CH2:13][CH:14]=[C:15]([CH3:16])[CH3:17])[CH3:18])[C:23]2([CH3:28])[CH2:24][CH2:25][CH:26]1[O:27][C:35]([CH2:34][CH2:33][C:32](=[O:31])[OH:37])=[O:36]. Starting materials: CC(C)=CCOC(C)C1CC=C2C3=C(CCC21C)C1(C)CCC(O)C(C)(C)C1CC3, CN(C)c1ccncc1, Cl, O=C1CCC(=O)O1, c1ccncc1. Yields the product CC(C)=CCOC(C)C1CC=C2C3=C(CCC21C)C1(C)CCC(OC(=O)CCC(=O)O)C(C)(C)C1CC3. The reactants are FC1=CC(=C(C=C1)[Mg]Br)C (4-fluoro-2-methyl-phenyl magnesium bromide), ClC(=O)OC1CC(CCC1C(C)C)C ((−)-menthyl chloroformate), COC1=CC=NC=C1 (4-methoxypyridine). Run in C1CCOC1 (THF), C1CCOC1 (THF). Run at temperature -78 celsius, time 15 minute. Product: FC1=CC(=C(C=C1)[C@@H]1N(C=CC(C1)=O)C(=O)O[C@H]1[C@@H](CC[C@H](C1)C)C(C)C)C (2-(R)-(4-Fluoro-2-methyl-phenyl)-4-oxo-3,4-dihydro-2H-pyridine-1-carboxylic acid, (1R,2S,5R)-2-isopropyl-5-methyl-cyclohexyl ester). As a reaction SMILES: Cl[C:2]([O:4][CH:5]1[CH:10]([CH:11]([CH3:13])[CH3:12])[CH2:9][CH2:8][CH:7]([CH3:14])[CH2:6]1)=[O:3].C[O:16][C:17]1[CH:22]=[CH:21][N:20]=[CH:19][CH:18]=1.[F:23][C:24]1[CH:29]=[CH:28][C:27]([Mg]Br)=[C:26]([CH3:32])[CH:25]=1>C1COCC1>[F:23][C:24]1[CH:29]=[CH:28][C:27]([C@H:21]2[CH2:22][C:17](=[O:16])[CH:18]=[CH:19][N:20]2[C:2]([O:4][C@@H:5]2[CH2:6][C@H:7]([CH3:14])[CH2:8][CH2:9][C@H:10]2[CH:11]([CH3:13])[CH3:12])=[O:3])=[C:26]([CH3:32])[CH:25]=1. Procedure details: A solution of (−)-menthyl chloroformate (3.53 mL) in dry THF (15 mL) was added to a solution of 4-methoxypyridine (1.52 mL) in dry THF (35 mL) previously cooled to −78° C. under a nitrogen atmosphere. After 15 minutes, the solution containing the 4-fluoro-2-methyl-phenyl magnesium bromide was added drop-wise, and the mixture was stirred at −78° C. for 1 hour. The reaction was quenched by the addition of 1M hydrochloric acid solution (20 mL), warmed to r.t. and stirred at 23° C. for 30 minutes. A... Starting materials: C(C)(C)(C)OC(NC1=CC(=CC=C1)C1(CCC(CC1)=O)O)=O ([3-(1-hydroxy-4-oxo-cyclohexyl)-phenyl]-carbamic acid tert-butyl ester), N1CC(C1)NC(=O)CNC(C1=CC(=CC=C1)C(F)(F)F)=O (N-(azetidin-3-ylcarbamoylmethyl)-3-trifluoromethyl-benzamide). The product is C(C)(C)(C)OC(NC1=CC(=CC=C1)C1(CCC(CC1)N1CC(C1)NC(CNC(C1=CC(=CC=C1)C(F)(F)F)=O)=O)O)=O ([3-(1-Hydroxy-4-{3-[2-(3-trifluoromethyl-benzoylamino)-acetylamino]-azetidin-1-yl}-cyclohexyl)-phenyl]-carbamic acid tert-butyl ester). RXN SMILES: [C:1]([O:5][C:6](=[O:22])[NH:7][C:8]1[CH:13]=[CH:12][CH:11]=[C:10]([C:14]2([OH:21])[CH2:19][CH2:18][C:17](=O)[CH2:16][CH2:15]2)[CH:9]=1)([CH3:4])([CH3:3])[CH3:2].[NH:23]1[CH2:26][CH:25]([NH:27][C:28]([CH2:30][NH:31][C:32](=[O:43])[C:33]2[CH:38]=[CH:37][CH:36]=[C:35]([C:39]([F:42])([F:41])[F:40])[CH:34]=2)=[O:29])[CH2:24]1>>[C:1]([O:5][C:6](=[O:22])[NH:7][C:8]1[CH:13]=[CH:12][CH:11]=[C:10]([C:14]2([OH:21])[CH2:19][CH2:18][CH:17]([N:23]3[CH2:26][CH:25]([NH:27][C:28](=[O:29])[CH2:30][NH:31][C:32](=[O:43])[C:33]4[CH:38]=[CH:37][CH:36]=[C:35]([C:39]([F:41])([F:42])[F:40])[CH:34]=4)[CH2:24]3)[CH2:16][CH2:15]2)[CH:9]=1)([CH3:4])([CH3:3])[CH3:2]. Procedure details: The title compound was prepared as a white solid by reductive amination of [3-(1-hydroxy-4-oxo-cyclohexyl)-phenyl]-carbamic acid tert-butyl ester (as prepared in the previous step) and N-(azetidin-3-ylcarbamoylmethyl)-3-trifluoromethyl-benzamide (as prepared in step B of Example 4) using the procedure described in Step C of Example 4. Reported procedure: Following the procedure described in EXAMPLE 10.47, and making non-critical variations using 5′-fluorospiro[furo[2,3-f][1,3]benzodioxole-7,3′-indol]-2′(1′H)-one to replace 4′-bromospiro[furo[2,3-f][1,3]benzodioxole-7,3′-indol]-2′(1′H)-one, and 5-chloro-2-(chloromethyl)thiophene to replace 2-(bromomethyl)-5-(trifluoromethyl)furan, the title compound was obtained (76%) as a colorless solid: mp 142-144° C.; 1H NMR (300 MHz, DMSO-d6) δ 7.22-7.17 (m, 1H), 7.14-7.13 (m, 1H), 7.12-7.10 (m, 2H), 6.96 (d... As a reaction SMILES: [F:1][C:2]1[CH:3]=[C:4]2[C:8](=[CH:9][CH:10]=1)[NH:7][C:6](=[O:11])[C:5]12[C:15]2=[CH:16][C:17]3[O:21][CH2:20][O:19][C:18]=3[CH:22]=[C:14]2[O:13][CH2:12]1.BrC1C=CC=C2C=1C1(C3=CC4OCOC=4C=C3OC1)C(=O)N2.[Cl:45][C:46]1[S:50][C:49]([CH2:51]Cl)=[CH:48][CH:47]=1.BrCC1OC(C(F)(F)F)=CC=1>>[Cl:45][C:46]1[S:50][C:49]([CH2:51][N:7]2[C:8]3[C:4](=[CH:3][C:2]([F:1])=[CH:10][CH:9]=3)[C:5]3([C:15]4=[CH:16][C:17]5[O:21][CH2:20][O:19][C:18]=5[CH:22]=[C:14]4[O:13][CH2:12]3)[C:6]2=[O:11])=[CH:48][CH:47]=1. Starting materials: FC=1C=C2C3(C(NC2=CC1)=O)COC=1C3=CC3=C(OCO3)C1 (5′-fluorospiro[furo[2,3-f][1,3]benzodioxole-7,3′-indol]-2′(1′H)-one), BrCC=1OC(=CC1)C(F)(F)F (2-(bromomethyl)-5-(trifluoromethyl)furan), BrC1=C2C3(C(NC2=CC=C1)=O)COC=1C3=CC3=C(OCO3)C1 (4′-bromospiro[furo[2,3-f][1,3]benzodioxole-7,3′-indol]-2′(1′H)-one), ClC1=CC=C(S1)CCl (5-chloro-2-(chloromethyl)thiophene). The product is ClC1=CC=C(S1)CN1C(C2(C3=CC(=CC=C13)F)COC=1C2=CC2=C(OCO2)C1)=O (1′-[(5-chloro-2-thienyl)methyl]-5′-fluorospiro[furo[2,3-f][1,3]benzodioxole-7,3′-indol]-2′(1′H)-one).